describe an organic reaction: reactants, conditions, products, and yield From a dataset of the Open Reaction Database (ORD), a public repository of structured organic reaction records. The solvent is C(C)#N (acetonitrile). Procedure: The above 4-pentafluoroethylanisole (1.131 g, 0.005 mol) was combined with 10 mL acetonitrile in a 3-neck micro flask. Nitronium tetrafluoroborate (0/797 g, 0.006 mol) was added in portions causing the clear solution to turn brown. The reaction was stirred overnight at room temperature, concentrated, and the product purified by Kugelrohr distillation. The desired 2-nitro-4-pentafluoroethylanisole (0.8 g, bp>80° C.) was obtained as a slightly yellow oil that formed a semi-solid after sitting 60 h... RXN SMILES: NC1N=C(OC2C3C(=CC=CC=3)C(NC(N[C:23]3[CH:28]=[C:27]([C:29]([F:35])([F:34])[C:30]([F:33])([F:32])[F:31])[CH:26]=[CH:25][C:24]=3[O:36][CH3:37])=O)=CC=2)C=CN=1.F[B-](F)(F)F.[O:43]=[N+:44]=[O:45]>C(#N)C>[N+:44]([C:25]1[CH:26]=[C:27]([C:29]([F:34])([F:35])[C:30]([F:33])([F:32])[F:31])[CH:28]=[CH:23][C:24]=1[O:36][CH3:37])([O-:45])=[O:43] |f:1.2|. Starting materials: NC1=NC=CC(=N1)OC1=CC=C(C2=CC=CC=C12)NC(=O)NC1=C(C=CC(=C1)C(C(F)(F)F)(F)F)OC (1-[4-(2-amino-pyrimidin-4-yloxy)-naphthalen-1-yl]-3-(2-methoxy-5-pentafluoroethyl-phenyl)-urea), F[B-](F)(F)F.O=[N+]=O (Nitronium tetrafluoroborate). Reaction conditions: time 8 hour. The product is [N+](=O)([O-])C1=C(C=CC(=C1)C(C(F)(F)F)(F)F)OC (2-nitro-4-pentafluoroethylanisole). Isolated yield 59.0%. Reactants: NC=1C=C2C(=CNC2=CC1)C1CCN(CC1)C (5-amino-3-(1-methylpiperidin-4-yl)-1H-indole), IC1=CC=C(C(=O)O)C=C1 (4-iodobenzoic acid). The product is IC1=CC=C(C(=O)NC=2C=C3C(=CNC3=CC2)C2CCN(CC2)C)C=C1 (5-(4-iodobenzoyl)amino-3-(1-methylpiperidin-4-yl)-1H-indole). Isolated yield 59.4%. As a reaction SMILES: [NH2:1][C:2]1[CH:3]=[C:4]2[C:8](=[CH:9][CH:10]=1)[NH:7][CH:6]=[C:5]2[CH:11]1[CH2:16][CH2:15][N:14]([CH3:17])[CH2:13][CH2:12]1.[I:18][C:19]1[CH:27]=[CH:26][C:22]([C:23](O)=[O:24])=[CH:21][CH:20]=1>>[I:18][C:19]1[CH:27]=[CH:26][C:22]([C:23]([NH:1][C:2]2[CH:3]=[C:4]3[C:8](=[CH:9][CH:10]=2)[NH:7][CH:6]=[C:5]3[CH:11]2[CH2:16][CH2:15][N:14]([CH3:17])[CH2:13][CH2:12]2)=[O:24])=[CH:21][CH:20]=1. Procedure details: Beginning with 10.0 mg (0.044 mMol) 5-amino-3-(1-methylpiperidin-4-yl)-1H-indole and 32.0 mg (0.131 mMol) 4-iodobenzoic acid, 12.0 mg (60%) of the title compound were recovered.